Dataset: the Open Reaction Database (ORD), a public repository of structured organic reaction records. Task: describe an organic reaction: reactants, conditions, products, and yield Reactants: CCOC(=O)CC(c1ccc(OCc2cccc(-c3ccc(Cl)cc3C)c2)cc1)c1nccn1C, CCO, Cl, [Na+], [OH-]. The product is Cc1cc(Cl)ccc1-c1cccc(COc2ccc(C(CC(=O)O)c3nccn3C)cc2)c1. As a reaction SMILES: [CH2:3]([CH3:4])[O:5][C:6]([CH2:7][CH:8]([c:9]1[n:10]([CH3:14])[cH:11][cH:12][n:13]1)[c:15]1[cH:16][cH:17][c:18]([O:21][CH2:22][c:23]2[cH:24][c:25](-[c:29]3[c:30]([CH3:36])[cH:31][c:32]([Cl:35])[cH:33][cH:34]3)[cH:26][cH:27][cH:28]2)[cH:19][cH:20]1)=[O:37].[CH3:39][CH2:40][OH:41].[ClH:38].[Na+:2].[OH-:1]>>[O:5]=[C:6]([CH2:7][CH:8]([c:9]1[n:10]([CH3:14])[cH:11][cH:12][n:13]1)[c:15]1[cH:16][cH:17][c:18]([O:21][CH2:22][c:23]2[cH:24][c:25](-[c:29]3[c:30]([CH3:36])[cH:31][c:32]([Cl:35])[cH:33][cH:34]3)[cH:26][cH:27][cH:28]2)[cH:19][cH:20]1)[OH:37].